Task: describe an organic reaction: reactants, conditions, products, and yield. Dataset: the Open Reaction Database (ORD), a public repository of structured organic reaction records The reactants are [N+](=O)([O-])C1=C2C(C(=O)N(C2=O)C2=CC=CC3=CC=C(C=C23)O)=CC=C1 (1-(3-nitrophthalimidyl)-7-hydroxynaphthalene), [N-]=[N+]=[N-].[Na+] (sodium azide), O (water). Solvent: CS(=O)C (dimethylsulphoxide). Run at temperature 80 celsius, time 24 hour. Product: N(=[N+]=[N-])C1=C2C(C(=O)N(C2=O)C2=CC=CC3=CC=C(C=C23)O)=CC=C1 (1-(3-azidophthalimidyl)-7-hydroxynaphthalene). The yield is 73.5%. RXN SMILES: [N+:1]([C:4]1[CH:25]=[CH:24][CH:23]=[C:6]2[C:7]([N:9]([C:12]3[C:21]4[C:16](=[CH:17][CH:18]=[C:19]([OH:22])[CH:20]=4)[CH:15]=[CH:14][CH:13]=3)[C:10](=[O:11])[C:5]=12)=[O:8])([O-])=O.[N-:26]=[N+:27]=[N-].[Na+].O>CS(C)=O>[N:1]([C:4]1[CH:25]=[CH:24][CH:23]=[C:6]2[C:7]([N:9]([C:12]3[C:21]4[C:16](=[CH:17][CH:18]=[C:19]([OH:22])[CH:20]=4)[CH:15]=[CH:14][CH:13]=3)[C:10](=[O:11])[C:5]=12)=[O:8])=[N+:26]=[N-:27] |f:1.2|. Procedure: A mixture of 2.4 g (0.007 mol) of 1-(3-nitrophthalimidyl)-7-hydroxynaphthalene and 0.52 g (0.008 mol) of sodium azide in 14 ml of dimethylsulphoxide is stirred for 24 hours at 80° C. 100 ml of water are added to the solution. The crystals which have precipitated are filtered off with suction, washed with water and dried at 80° C./100 mm Hg. 1.7 g (73.6% of theory) of 1-(3-azidophthalimidyl)-7-hydroxynaphthalene are obtained; melting point 154° C. (with decomposition). IR spectrum (KBr): 1775 and... Starting materials: Brc1cccc(-c2ccccc2)c1, [Li]CCCC, COC(=O)C1=C(C)CC(C)CC1=O, CCOCC, [Cl-], N#C[Cu], [NH4+], [NH4+], [OH-]. Yields the product COC(=O)C1C(=O)CC(C)CC1(C)c1cccc(-c2ccccc2)c1. As a reaction SMILES: [Br:1][c:2]1[cH:3][c:4](-[c:8]2[cH:9][cH:10][cH:11][cH:12][cH:13]2)[cH:5][cH:6][cH:7]1.[CH2:14]([Li:15])[CH2:16][CH2:17][CH3:18].[CH3:22][C:23]1=[C:24]([C:31](=[O:32])[O:33][CH3:34])[C:25](=[O:30])[CH2:26][CH:27]([CH3:29])[CH2:28]1.[CH3:39][CH2:40][O:41][CH2:42][CH3:43].[Cl-:37].[Cu:19][C:20]#[N:21].[NH4+:36].[NH4+:38].[OH-:35]>>[c:2]1([C:23]2([CH3:22])[CH:24]([C:31](=[O:32])[O:33][CH3:34])[C:25](=[O:30])[CH2:26][CH:27]([CH3:29])[CH2:28]2)[cH:3][c:4](-[c:8]2[cH:9][cH:10][cH:11][cH:12][cH:13]2)[cH:5][cH:6][cH:7]1. Reactants: CCN(C(=O)c1cnc(N2CC(C)(C)NC2=O)nc1N)c1cc(C(F)(F)F)ccc1F, CCOC(C)=O, O=[N+]([O-])O. The product is CCN(C(=O)c1cnc(N2CC(C)(C)NC2=O)nc1N)c1cc(C(F)(F)F)ccc1F, O=[N+]([O-])O. Reaction SMILES: [CH2:5]([CH3:6])[N:7]([C:8](=[O:9])[c:10]1[c:11]([NH2:24])[n:12][c:13]([N:16]2[C:17](=[O:23])[NH:18][C:19]([CH3:21])([CH3:22])[CH2:20]2)[n:14][cH:15]1)[c:25]1[c:26]([F:35])[cH:27][cH:28][c:29]([C:31]([F:32])([F:33])[F:34])[cH:30]1.[CH3:36][CH2:37][O:38][C:39](=[O:40])[CH3:41].[OH:1][N+:2]([O-:3])=[O:4]>>[CH2:5]([CH3:6])[N:7]([C:8](=[O:9])[c:10]1[c:11]([NH2:24])[n:12][c:13]([N:16]2[C:17](=[O:23])[NH:18][C:19]([CH3:21])([CH3:22])[CH2:20]2)[n:14][cH:15]1)[c:25]1[c:26]([F:35])[cH:27][cH:28][c:29]([C:31]([F:32])([F:33])[F:34])[cH:30]1.[O:1]=[N+:2]([OH:3])[O-:4]. The reactants are N1CC(CCCC1)N(C=1C2=C(N=CN1)N(C=C2)S(=O)(=O)C2=CC=C(C)C=C2)C (N-(azepan-3-yl)-N-methyl-7-tosyl-7H-pyrrolo[2,3-d]pyrimidin-4-amine), CCN=C=NCCCN(C)C (EDCI), C=1C=CC2=C(C1)N=NN2O (HOBt), ClC=1C=C(C=C(C1)Cl)NCC(=O)O (2-(3,5-dichlorophenylamino)acetic acid), CCN(C(C)C)C(C)C (DIEA). The solvent is CO (MeOH), C(Cl)Cl (CH2Cl2), CCOC(=O)C (EtOAc), CN(C)C=O (DMF). Run at time 8 hour. Product: ClC=1C=C(C=C(C1)Cl)NCC(=O)N1CC(CCCC1)N(C=1C2=C(N=CN1)N(C=C2)S(=O)(=O)C2=CC=C(C)C=C2)C (2-(3,5-Dichloro-phenylamino)-1-(3-{methyl-[7-(tosyl)-7H-pyrrolo[2,3-d]pyrimidin-4-yl]-amino}-azepan-1-yl)-ethanone). Yield: 78.1%. As a reaction SMILES: [NH:1]1[CH2:7][CH2:6][CH2:5][CH2:4][CH:3]([N:8]([CH3:28])[C:9]2[C:10]3[CH:17]=[CH:16][N:15]([S:18]([C:21]4[CH:27]=[CH:26][C:24]([CH3:25])=[CH:23][CH:22]=4)(=[O:20])=[O:19])[C:11]=3[N:12]=[CH:13][N:14]=2)[CH2:2]1.CCN=C=NCCCN(C)C.C1C=CC2N(O)N=NC=2C=1.[Cl:50][C:51]1[CH:52]=[C:53]([NH:58][CH2:59][C:60](O)=[O:61])[CH:54]=[C:55]([Cl:57])[CH:56]=1.CCN(C(C)C)C(C)C>CN(C=O)C.CCOC(C)=O.CO.C(Cl)Cl>[Cl:50][C:51]1[CH:52]=[C:53]([NH:58][CH2:59][C:60]([N:1]2[CH2:7][CH2:6][CH2:5][CH2:4][CH:3]([N:8]([CH3:28])[C:9]3[C:10]4[CH:17]=[CH:16][N:15]([S:18]([C:21]5[CH:22]=[CH:23][C:24]([CH3:25])=[CH:26][CH:27]=5)(=[O:19])=[O:20])[C:11]=4[N:12]=[CH:13][N:14]=3)[CH2:2]2)=[O:61])[CH:54]=[C:55]([Cl:57])[CH:56]=1. Procedure: To a solution of N-(azepan-3-yl)-N-methyl-7-tosyl-7H-pyrrolo[2,3-d]pyrimidin-4-amine (200 mg, 0.5 mmol), in DMF (4 mL) was added EDCI (144 mg, 0.75 mmol), HOBt (101 mg, 0.75 mmol), 2-(3,5-dichlorophenylamino)acetic acid (109 mg, 0.5 mmol) and DIEA (129 mg, 1.0 mmol) at 0° C. The reaction mixture was stirred at rt overnight and diluted with EtOAc (100 mL) and washed with water (50 mL). The aqueous layer was extracted with the EtOAc (50 mL), the combined organic layer was dried over Na2SO4 and eva... The reactants are OCCc1ccc(Br)cc1, CC(O)=S, CC(C)OC(=O)N=NC(=O)OC(C)C, C1CCOC1, c1ccc(P(c2ccccc2)c2ccccc2)cc1. Yields the product SCCc1ccc(Br)cc1. As a reaction SMILES: [Br:34][c:35]1[cH:36][cH:37][c:38]([CH2:41][CH2:42][OH:43])[cH:39][cH:40]1.[C:44]([OH:45])(=[S:46])[CH3:47].[O:1]=[C:2]([O:3][CH:4]([CH3:5])[CH3:6])[N:7]=[N:8][C:9]([O:10][CH:11]([CH3:12])[CH3:13])=[O:14].[O:48]1[CH2:49][CH2:50][CH2:51][CH2:52]1.[c:15]1([P:16]([c:17]2[cH:18][cH:19][cH:20][cH:21][cH:22]2)[c:23]2[cH:24][cH:25][cH:26][cH:27][cH:28]2)[cH:29][cH:30][cH:31][cH:32][cH:33]1>>[Br:34][c:35]1[cH:36][cH:37][c:38]([CH2:41][CH2:42][SH:46])[cH:39][cH:40]1. Reactants: N(=O)[O-].[Na+] (Sodium nitrite), C(C)OC(C=C1NC2=C(C(=NC1)C1=C(C=CC=C1)Cl)C=C(C=C2)Cl)=O (7-chloro-5-(2-chlorophenyl)-1,3-dihydro-2H-1,4-benzodiazepine-2-ylideneacetic acid ethyl ester), C(C)(=O)O (acetic acid). The solvent is O (water). Conditions: time 20 minute. Yields the product C(C)OC(C(C1=NC2=C(C(=NC1)C1=C(C=CC=C1)Cl)C=C(C=C2)Cl)=NO)=O (7-Chloro-5-(2-chlorophenyl)-alpha-hydroxyimino-3H-1,4-benzodiazepine-2-acetic acid ethyl ester). RXN SMILES: [N:1]([O-:3])=O.[Na+].[CH2:5]([O:7][C:8](=[O:29])[CH:9]=[C:10]1[CH2:16][N:15]=[C:14]([C:17]2[CH:22]=[CH:21][CH:20]=[CH:19][C:18]=2[Cl:23])[C:13]2[CH:24]=[C:25]([Cl:28])[CH:26]=[CH:27][C:12]=2[NH:11]1)[CH3:6].C(O)(=O)C>O>[CH2:5]([O:7][C:8](=[O:29])[C:9](=[N:1][OH:3])[C:10]1[CH2:16][N:15]=[C:14]([C:17]2[CH:22]=[CH:21][CH:20]=[CH:19][C:18]=2[Cl:23])[C:13]2[CH:24]=[C:25]([Cl:28])[CH:26]=[CH:27][C:12]=2[N:11]=1)[CH3:6] |f:0.1|. Procedure: Sodium nitrite, 1.5 g. (0.022 mol), was added to a solution of 6.2 g. crude 7-chloro-5-(2-chlorophenyl)-1,3-dihydro-2H-1,4-benzodiazepine-2-ylideneacetic acid ethyl ester in 75 ml. of glacial acetic acid. After stirring at room temperature for 20 minutes the reaction mixture was diluted with 200 ml. of water. The precipitated product was collected, washed with water and sucked dry to give crude product. The analytical sample was recrystallized from methylene chloride/ethanol to give light yellow... The product is Cc1cc(F)ccc1-c1cc(N2CCN3CC(CO)NCC3C2)ncc1N(C)C(=O)C(C)(C)c1cc(C(F)(F)F)cc(C(F)(F)F)c1. As a reaction SMILES: [CH2:1]1[CH:2]2[N:3]([CH2:4][CH:5]([CH2:7][OH:8])[NH:6]1)[CH2:9][CH2:10][NH:11][CH2:12]2.[CH3:55][S:56]([CH3:57])=[O:58].[F:19][C:20]([c:21]1[cH:22][c:23]([C:31]([C:32](=[O:33])[N:34]([CH3:35])[c:36]2[cH:37][n:38][c:39]([Cl:50])[cH:40][c:41]2-[c:42]2[c:43]([CH3:49])[cH:44][c:45]([F:48])[cH:46][cH:47]2)([CH3:51])[CH3:52])[cH:24][c:25]([C:27]([F:28])([F:29])[F:30])[cH:26]1)([F:53])[F:54].[K+:13].[K+:14].[O-:15][C:16]([O-:17])=[O:18]>>[CH2:1]1[CH:2]2[N:3]([CH2:4][CH:5]([CH2:7][OH:8])[NH:6]1)[CH2:9][CH2:10][N:11]([c:39]1[n:38][cH:37][c:36]([N:34]([C:32]([C:31]([c:23]3[cH:22][c:21]([C:20]([F:19])([F:53])[F:54])[cH:26][c:25]([C:27]([F:28])([F:29])[F:30])[cH:24]3)([CH3:51])[CH3:52])=[O:33])[CH3:35])[c:41](-[c:42]3[c:43]([CH3:49])[cH:44][c:45]([F:48])[cH:46][cH:47]3)[cH:40]1)[CH2:12]2. Starting materials: OCC1CN2CCNCC2CN1, CS(C)=O, Cc1cc(F)ccc1-c1cc(Cl)ncc1N(C)C(=O)C(C)(C)c1cc(C(F)(F)F)cc(C(F)(F)F)c1, [K+], [K+], O=C([O-])[O-]. The reactants are C1CCOC1, CS(=O)(=O)Cl, CCN(C(C)C)C(C)C, O=S(=O)(Cc1ccccc1)N1CCC(c2nc(-c3ccc4c(c3)OCO4)c(-c3ccccn3)[nH]2)CC1. Yields the product CS(=O)(=O)N1CCC(c2nc(-c3ccc4c(c3)OCO4)c(-c3ccccn3)[nH]2)CC1. Reaction SMILES: [CH2:51]1[O:52][CH2:53][CH2:54][CH2:55]1.[CH3:1][S:2](=[O:3])(=[O:4])[Cl:5].[CH:6]([N:7]([CH:8]([CH3:9])[CH3:10])[CH2:11][CH3:12])([CH3:13])[CH3:14].[O:15]1[CH2:16][O:17][c:18]2[c:19]1[cH:20][cH:21][c:22](-[c:24]1[c:25](-[c:45]3[n:46][cH:47][cH:48][cH:49][cH:50]3)[nH:26][c:27]([CH:29]3[CH2:30][CH2:31][N:32]([S:35](=[O:36])(=[O:37])[CH2:38][c:39]4[cH:40][cH:41][cH:42][cH:43][cH:44]4)[CH2:33][CH2:34]3)[n:28]1)[cH:23]2>>[O:15]1[CH2:16][O:17][c:18]2[c:19]1[cH:20][cH:21][c:22](-[c:24]1[c:25](-[c:45]3[n:46][cH:47][cH:48][cH:49][cH:50]3)[nH:26][c:27]([CH:29]3[CH2:30][CH2:31][N:32]([S:35](=[O:36])(=[O:37])[CH3:38])[CH2:33][CH2:34]3)[n:28]1)[cH:23]2. The product is Cc1cc2ccccc2c(Oc2ccc(C=CC(=O)O)c(C(F)(F)F)c2)c1-c1ccccc1. Starting materials: CCOC(=O)C=Cc1ccc(Oc2c(-c3ccccc3)c(C)cc3ccccc23)cc1C(F)(F)F, CCO, [Na+], [OH-]. Reaction SMILES: [CH3:1][c:2]1[c:3](-[c:30]2[cH:31][cH:32][cH:33][cH:34][cH:35]2)[c:4]([O:12][c:13]2[cH:14][c:15]([C:26]([F:27])([F:28])[F:29])[c:16]([CH:19]=[CH:20][C:21](=[O:22])[O:23][CH2:24][CH3:25])[cH:17][cH:18]2)[c:5]2[cH:6][cH:7][cH:8][cH:9][c:10]2[cH:11]1.[CH3:38][CH2:39][OH:40].[Na+:37].[OH-:36]>>[CH3:1][c:2]1[c:3](-[c:30]2[cH:31][cH:32][cH:33][cH:34][cH:35]2)[c:4]([O:12][c:13]2[cH:14][c:15]([C:26]([F:27])([F:28])[F:29])[c:16]([CH:19]=[CH:20][C:21](=[O:22])[OH:23])[cH:17][cH:18]2)[c:5]2[cH:6][cH:7][cH:8][cH:9][c:10]2[cH:11]1. Starting materials: C(C)OC(CSC1N(C(C2=CC=CC=C12)=O)CC1=CC=CC=C1)=O ((2-Benzyl-3-oxo-2,3-dihydro-1H-isoindol-1-ylsulfanyl)-acetic acid ethyl ester), C([O-])([O-])=O.[K+].[K+] (potassium carbonate), Cl (HCl). Solvent: CO (methanol), O (water). The product is C(C1=CC=CC=C1)N1C(C2=CC=CC=C2C1=O)SCC(=O)O ((2-Benzyl-3-oxo-2,3-dihydro-1H-isoindol-1-ylsulfanyl)-acetic acid). The yield is 41.7%. As a reaction SMILES: C([O:3][C:4](=[O:24])[CH2:5][S:6][CH:7]1[C:15]2[C:10](=[CH:11][CH:12]=[CH:13][CH:14]=2)[C:9](=[O:16])[N:8]1[CH2:17][C:18]1[CH:23]=[CH:22][CH:21]=[CH:20][CH:19]=1)C.C(=O)([O-])[O-].[K+].[K+].Cl>CO.O>[CH2:17]([N:8]1[C:9](=[O:16])[C:10]2[C:15](=[CH:14][CH:13]=[CH:12][CH:11]=2)[CH:7]1[S:6][CH2:5][C:4]([OH:24])=[O:3])[C:18]1[CH:19]=[CH:20][CH:21]=[CH:22][CH:23]=1 |f:1.2.3|. Procedure: To a solution of compound 17 (8 gm, 24.5 mmol) in methanol (64 mL) and water (16 mL) at room temperature was added potassium carbonate (5.7 gm, 41.6 mmol) and the resulting reaction mixture was allowed to stir at reflux for 3 hours. The reaction mixture was poured onto 1N HCl and extracted with dichloromethane (3×100 mL). The combined dichloromethane extracts were filtered and the filterate dried over anhydrous sodium sulfate and concentrated in vacuo to provide 3.2 gm of 18 as a pale pink solid...